describe an organic reaction: reactants, conditions, products, and yield From a dataset of the Open Reaction Database (ORD), a public repository of structured organic reaction records. The reactants are C(C)OC1=C(C(=O)OC(C)(C)C)C=CC(=C1)CC(=O)N[C@@H](CC(C)C)C1=C(C=CC=C1)N1CCCCC1 (tert.butyl (S)-2-ethoxy-4-[N-(1-(2-piperidino-phenyl)-3-methyl-1-butyl)-aminocarbonylmethyl]-benzoate), O.C1(=CC=C(C=C1)S(=O)(=O)O)C (p-toluenesulphonic acid hydrate). Run in C1=CC=CC=C1 (benzene). The product is C(C)OC1=C(C(=O)O)C=CC(=C1)CC(=O)N[C@@H](CC(C)C)C1=C(C=CC=C1)N1CCCCC1 ((S)-2-Ethoxy-4-[N-(1-(2-piperidino-phenyl)-3-methyl-1-butyl)-aminocarbonylmethyl]-benzoic acid). Reaction SMILES: [CH2:1]([O:3][C:4]1[CH:16]=[C:15]([CH2:17][C:18]([NH:20][C@H:21]([C:26]2[CH:31]=[CH:30][CH:29]=[CH:28][C:27]=2[N:32]2[CH2:37][CH2:36][CH2:35][CH2:34][CH2:33]2)[CH2:22][CH:23]([CH3:25])[CH3:24])=[O:19])[CH:14]=[CH:13][C:5]=1[C:6]([O:8]C(C)(C)C)=[O:7])[CH3:2].O.C1(C)C=CC(S(O)(=O)=O)=CC=1>C1C=CC=CC=1>[CH2:1]([O:3][C:4]1[CH:16]=[C:15]([CH2:17][C:18]([NH:20][C@H:21]([C:26]2[CH:31]=[CH:30][CH:29]=[CH:28][C:27]=2[N:32]2[CH2:33][CH2:34][CH2:35][CH2:36][CH2:37]2)[CH2:22][CH:23]([CH3:25])[CH3:24])=[O:19])[CH:14]=[CH:13][C:5]=1[C:6]([OH:8])=[O:7])[CH3:2] |f:1.2|. Reported procedure: 102 mg (0.20 mMol) of tert.butyl (S)-2-ethoxy-4-[N-(1-(2-piperidino-phenyl)-3-methyl-1-butyl)-aminocarbonylmethyl]-benzoate (melting point: 122°-123° C.; [α]D20 =+8.7°; c=1 in methanol) are refluxed in 5 ml of benzene together with a few crystals of p-toluenesulphonic acid hydrate, for half a day. The desired product is then obtained, according to thin layer chromatography, according to the RF value and mass spectrum. The reactants are C(C)(C)C(N1C2=C(NC(C(C1=O)NC(=O)C=1NC3=CC=CC=C3C1)=O)C=CC=C2)(C(N)=O)C2=CC=C(C=C2)OC (1H-Indole-2-carboxylic acid {1[isopropyl-(4-methoxy-phenyl)-carbamoylmethyl]-2,4-dioxo-2,3,4,5-tetrhydro-1H-benzo[b][1,4]diazepine-3-yl}amide), BrC=1C=NC=CC1 (3-bromopyridine), [K+].C(C)(=O)[O-] (acetic acid potassium salt). The reagents and catalysts are [Cu] (copper). The solvent is CN(C)C=O (DMF). Conditions: temperature 100 celsius, time 15 hour. Product: C(C)(C)C(N1C2=C(N(C(C(C1=O)NC(=O)C=1NC3=CC=CC=C3C1)=O)C=1C=NC=CC1)C=CC=C2)(C(N)=O)C2=CC=C(C=C2)OC (1H-Indole-2-carboxylic acid {1[isopropyl-(4-methoxy-phenyl)-carbamoylmethyl]-2,4-dioxo-5-pyridin-3-yl-2,3,4,5-tetrahydro-1H-benzo[b][1,4]diazepin-3-yl}-amide). Yield: 11.9%. RXN SMILES: [CH:1]([C:4]([C:33]1[CH:38]=[CH:37][C:36]([O:39][CH3:40])=[CH:35][CH:34]=1)([C:30](=[O:32])[NH2:31])[N:5]1[C:11](=[O:12])[CH:10]([NH:13][C:14]([C:16]2[NH:17][C:18]3[C:23]([CH:24]=2)=[CH:22][CH:21]=[CH:20][CH:19]=3)=[O:15])[C:9](=[O:25])[NH:8][C:7]2[CH:26]=[CH:27][CH:28]=[CH:29][C:6]1=2)([CH3:3])[CH3:2].Br[C:42]1[CH:43]=[N:44][CH:45]=[CH:46][CH:47]=1.[K+].C([O-])(=O)C>CN(C=O)C.[Cu]>[CH:1]([C:4]([C:33]1[CH:38]=[CH:37][C:36]([O:39][CH3:40])=[CH:35][CH:34]=1)([C:30](=[O:32])[NH2:31])[N:5]1[C:11](=[O:12])[CH:10]([NH:13][C:14]([C:16]2[NH:17][C:18]3[C:23]([CH:24]=2)=[CH:22][CH:21]=[CH:20][CH:19]=3)=[O:15])[C:9](=[O:25])[N:8]([C:42]2[CH:43]=[N:44][CH:45]=[CH:46][CH:47]=2)[C:7]2[CH:26]=[CH:27][CH:28]=[CH:29][C:6]1=2)([CH3:3])[CH3:2] |f:2.3|. Reported procedure: To a solution of 1H-Indole-2-carboxylic acid {1[isopropyl-(4-methoxy-phenyl)-carbamoylmethyl]-2,4-dioxo-2,3,4,5-tetrhydro-1H-benzo[b][1,4]diazepine-3-yl}amide (0.14 g, 0.26 mmol) and 3-bromopyridine (40 μL, 0.42 mmol)in DMF (1 mL) was added copper powder (46 mg, 0.73 mmol) and acetic acid potassium salt (38 mg, 0.73 mmol). The heterogenous solution was stirred at 100° C. for 15 h and subsequently hot filtered through celite and washed with methanol. The resulting precipitate was filtered and pur...